Dataset: the Open Reaction Database (ORD), a public repository of structured organic reaction records. Task: describe an organic reaction: reactants, conditions, products, and yield Starting materials: C1CC(=O)N(C1=O)Br (NBS), Pd(Ph3)4, PdCl2(Ph3)2, C(C)(C)(C)OC(=O)N1C(CCC1)C(=O)OCC(=O)C1=CC=2CCC3=CC(=CC=C3C2C=C1)Br (pyrrolidine-1,2-dicarboxylic acid 2-[2-(7-bromo-9,10-dihydro-phenanthren-2-yl)-2-oxo-ethyl]ester 1-tert-butyl ester), C(CCC)[Sn](C(=C)OCC)(CCCC)CCCC (tributyl(1-ethoxyvinyl)tin), C(C)(C)(C)OC(=O)N1C2CCC(C1C(=O)O)C2 (2-aza-bicyclo[2.2.1]heptane-2,3-dicarboxylic acid 2-tert-butyl ester), CCN(C(C)C)C(C)C (DIPEA). Solvent: C(C)(=O)OCC (ethyl acetate), O (Water), C(C)(=O)OCC (ethyl acetate), O1CCOCC1 (dioxane), C(C)#N (acetonitrile). Conditions: temperature 80 celsius, time 40 minute. Yields the product C(C)(C)(C)OC(=O)N1C2CCC(C1C(=O)OCC(=O)C1=CC=3CCC4=CC(=CC=C4C3C=C1)C(COC(=O)C1N(CCC1)C(=O)OC(C)(C)C)=O)C2 (2-Aza-bicyclo[2.2.1]heptane-2,3-dicarboxylic acid 3-(2-{7-[2-(1-tert-butoxycarbonyl-pyrrolidine-2-carbonyloxy)-acetyl]-9,10-dihydro-phenanthren-2-yl}-2-oxo-ethyl) ester 2-tert-butyl ester), C(C)(C)(C)OC(=O)N1C2CCC(C1C(=O)OCC(=O)C1=CC=3CCC4=CC(=CC=C4C3C=C1)C(COC(=O)C1N(CCC1)C(=O)OCCCC)=O)C2 (2-aza-bicyclo[2.2.1]heptane-2,3-dicarboxylic acid 3-(2-{7-[2-(1 butoxycarbonyl-pyrrolidine-2-carbonyloxy)-acetyl]-9,10-dihydro-phenanthren-2-yl]-2-oxo-ethyl) ester 2-tert-butyl ester). Reaction SMILES: [C:1]([O:5][C:6]([N:8]1[CH2:12][CH2:11][CH2:10][CH:9]1[C:13]([O:15][CH2:16][C:17]([C:19]1[CH:32]=[CH:31][C:30]2[C:29]3[C:24](=[CH:25][C:26](Br)=[CH:27][CH:28]=3)[CH2:23][CH2:22][C:21]=2[CH:20]=1)=[O:18])=[O:14])=[O:7])([CH3:4])([CH3:3])[CH3:2].[CH2:34]([Sn](CCCC)(CCCC)[C:39]([O:41]CC)=[CH2:40])[CH2:35]CC.C1C(=O)N(Br)[C:54](=[O:55])[CH2:53]1.[C:60]([O:64][C:65]([N:67]1[CH:72]([C:73]([OH:75])=[O:74])[CH:71]2[CH2:76][CH:68]1[CH2:69][CH2:70]2)=[O:66])([CH3:63])([CH3:62])[CH3:61].CCN(C(C)C)C(C)C>O1CCOCC1.C(OCC)(=O)C.C(#N)C.O>[C:60]([O:64][C:65]([N:67]1[CH:72]([C:73]([O:75][CH2:40][C:39]([C:26]2[CH:27]=[CH:28][C:29]3[C:30]4[C:21](=[CH:20][C:19]([C:17](=[O:18])[CH2:16][O:15][C:13]([CH:9]5[CH2:10][CH2:11][CH2:12][N:8]5[C:6]([O:5][C:1]([CH3:4])([CH3:3])[CH3:2])=[O:7])=[O:14])=[CH:32][CH:31]=4)[CH2:22][CH2:23][C:24]=3[CH:25]=2)=[O:41])=[O:74])[CH:71]2[CH2:76][CH:68]1[CH2:69][CH2:70]2)=[O:66])([CH3:63])([CH3:61])[CH3:62].[C:60]([O:64][C:65]([N:67]1[CH:72]([C:73]([O:75][CH2:53][C:54]([C:26]2[CH:27]=[CH:28][C:29]3[C:30]4[C:21](=[CH:20][C:19]([C:17](=[O:18])[CH2:16][O:15][C:13]([CH:9]5[CH2:10][CH2:11][CH2:12][N:8]5[C:6]([O:5][CH2:1][CH2:4][CH2:34][CH3:35])=[O:7])=[O:14])=[CH:32][CH:31]=4)[CH2:22][CH2:23][C:24]=3[CH:25]=2)=[O:55])=[O:74])[CH:71]2[CH2:76][CH:68]1[CH2:69][CH2:70]2)=[O:66])([CH3:63])([CH3:61])[CH3:62]. Procedure: Pd(Ph3)4 (37 mg, 0.03 mmol) and PdCl2(Ph3)2 (22 mg, 0.03 mmol) were added to a mixture of pyrrolidine-1,2-dicarboxylic acid 2-[2-(7-bromo-9,10-dihydro-phenanthren-2-yl)-2-oxo-ethyl]ester 1-tert-butyl ester (410 mg, 0.8 mmol) and tributyl(1-ethoxyvinyl)tin (0.32 mL, 0.96 mmol) in 8 mL dioxane. The reaction mixture was flushed with nitrogen, heated at 80° C. for 16 hours, then cooled to ambient temperature. Water (2 mL) and NBS (171 mg, 0.96 mmol) were added and the mixture was stirred at room tem... Starting materials: CCCC(CCC)N1CCc2c(C(=O)OC)cc(NS(C)(=O)=O)cc2C1=O, ClCCl, Cl, [Na+], C1COCCO1, [OH-]. Product: CCCC(CCC)N1CCc2c(C(=O)O)cc(NS(C)(=O)=O)cc2C1=O. RXN SMILES: [CH3:1][S:2](=[O:3])(=[O:4])[NH:5][c:6]1[cH:7][c:8]([C:24](=[O:25])[O:26][CH3:27])[c:9]2[c:14]([cH:15]1)[C:13](=[O:16])[N:12]([CH:17]([CH2:18][CH2:19][CH3:20])[CH2:21][CH2:22][CH3:23])[CH2:11][CH2:10]2.[Cl:31][CH2:32][Cl:33].[ClH:30].[Na+:29].[O:34]1[CH2:35][CH2:36][O:37][CH2:38][CH2:39]1.[OH-:28]>>[CH3:1][S:2](=[O:3])(=[O:4])[NH:5][c:6]1[cH:7][c:8]([C:24](=[O:25])[OH:26])[c:9]2[c:14]([cH:15]1)[C:13](=[O:16])[N:12]([CH:17]([CH2:18][CH2:19][CH3:20])[CH2:21][CH2:22][CH3:23])[CH2:11][CH2:10]2. Reactants: S(=O)(=O)(O)[O-].[K+] (potassium hydrogen sulfate), Cl.ClC=1C=C(CN2C(C=3N(C=C2)C=C(C(C3O)=O)NCC(C)C)=O)C=CC1 (2-(3-Chlorobenzyl)-9-hydroxy-7-isobutylamino-2H-pyrido[1,2-a]pyrazine-1,8-dione hydrochloride), C(Cl)(Cl)Cl (chloroform), C(C)(=O)Cl (acetyl chloride). The solvent is N1=CC=CC=C1 (pyridine). Run at time 2 hour. Product: ClC=1C=C(CN2C(C=3N(C=C2)C=C(C(C3O)=O)N(C(C)=O)CC(C)C)=O)C=CC1 (N-[2-(3-chlorobenzyl)-9-hydroxy-1,8-dioxo-1,8-dihydro-2H-pyrido[1,2-a]pyrazin-7-yl]-N-isobutylacetamide). As a reaction SMILES: Cl.[Cl:2][C:3]1[CH:4]=[C:5]([CH:25]=[CH:26][CH:27]=1)[CH2:6][N:7]1[CH:12]=[CH:11][N:10]2[CH:13]=[C:14]([NH:19][CH2:20][CH:21]([CH3:23])[CH3:22])[C:15](=[O:18])[C:16]([OH:17])=[C:9]2[C:8]1=[O:24].C(Cl)(Cl)Cl.[C:32](Cl)(=[O:34])[CH3:33].S([O-])(O)(=O)=O.[K+]>N1C=CC=CC=1>[Cl:2][C:3]1[CH:4]=[C:5]([CH:25]=[CH:26][CH:27]=1)[CH2:6][N:7]1[CH:12]=[CH:11][N:10]2[CH:13]=[C:14]([N:19]([CH2:20][CH:21]([CH3:23])[CH3:22])[C:32](=[O:34])[CH3:33])[C:15](=[O:18])[C:16]([OH:17])=[C:9]2[C:8]1=[O:24] |f:0.1,4.5|. Reported procedure: 2-(3-Chlorobenzyl)-9-hydroxy-7-isobutylamino-2H-pyrido[1,2-a]pyrazine-1,8-dione hydrochloride (23 mg) was added to chloroform (2 ml), and pyridine (0.062 ml) and acetyl chloride (0.024 ml) were successively added at 0° C. The mixture was stirred at room temperature for 2 hr. 5% Aqueous potassium hydrogen sulfate solution was added to the obtained reaction mixture, and the mixture was extracted with ethyl acetate. The solvent was evaporated and the obtained residue was dissolved in tetrahydrofura...